This data is from the Open Reaction Database (ORD), a public repository of structured organic reaction records. The task is: describe an organic reaction: reactants, conditions, products, and yield Reactants: NC=1C=CC(=NC1)Cl (5-amino-2-chloropyridine), C([O-])([O-])=O.[Ca+2] (calcium carbonate), I(=O)(=O)Cl.I(=O)(=O)Cl.C(C1=CC=CC=C1)[N+](C)(C)C (benzyltrimethylammonium dichloroiodate). The solvent is ClCCl (dichloro-methane), CO (methanol). Reaction conditions: time 16 hour. Product: NC=1C(=NC(=CC1)Cl)I (3-Amino-6-chloro-2-iodopyridine), solid. Yield: 30.0%. Reaction SMILES: [NH2:1][C:2]1[CH:3]=[CH:4][C:5]([Cl:8])=[N:6][CH:7]=1.C(=O)([O-])[O-].[Ca+2].[I:14](Cl)(=O)=O.I(Cl)(=O)=O.C([N+](C)(C)C)C1C=CC=CC=1>ClCCl.CO>[NH2:1][C:2]1[C:7]([I:14])=[N:6][C:5]([Cl:8])=[CH:4][CH:3]=1 |f:1.2,3.4.5|. Procedure: 23.2 g (180.5 mM) of 5-amino-2-chloropyridine are mixed in 70 ml of dichloro-methane (DCM) and 180 ml of methanol, and 21.6 g (216 mM) of calcium carbonate and 75.3 g (226 mM) of benzyltrimethylammonium dichloroiodate are added. The reaction mixture is stirred at room temperature for 16 hours, and then filtered to remove the mineral salts. The filtrate is diluted with water and extracted with DCM. The organic phase obtained is washed with sodium chloride solution, and then with saturated sodium ... The reactants are NCC(CP(OCC)(=O)C(OCC)OCC)C1=CC=C(C=C1)Cl (ethyl 3-amino-2-(4-chlorophenyl)propyl(diethoxymethyl)phosphinate). Run in Cl (hydrochloric acid). The product is NCC(CP(O)O)C1=CC=C(C=C1)Cl (3-amino-2-(4-chlorophenyl)propylphosphonous acid). As a reaction SMILES: [NH2:1][CH2:2][CH:3]([C:17]1[CH:22]=[CH:21][C:20]([Cl:23])=[CH:19][CH:18]=1)[CH2:4][P:5](C(OCC)OCC)(=[O:9])[O:6]CC>Cl>[NH2:1][CH2:2][CH:3]([C:17]1[CH:22]=[CH:21][C:20]([Cl:23])=[CH:19][CH:18]=1)[CH2:4][P:5]([OH:9])[OH:6]. Procedure: A solution of 5.0 g of ethyl 3-amino-2-(4-chlorophenyl)propyl(diethoxymethyl)phosphinate in 60 ml of 36% aqueous hydrochloric acid is heated to reflux for a period of 1 h. The reaction mixture is then allowed to cool to room temperature, concentrated under reduced pressure and co-evaporated twice with 20 ml of water under reduced pressure. The crude product is dissolved in 20 ml of water, washed twice with 20 ml of diethyl ether and the aqueous layer is then separated and evaporated under reduce... The yield is 99.5%. Run in C(C)O (ethanol). Product: CN1[C@H](CCC1)OC1=C(C=CC(=C1)N)OC ((S)-1-Methyl-2-(2-methoxy-5-aminophenoxy)pyrrolidine). RXN SMILES: [CH3:1][N:2]1[CH2:6][CH2:5][CH2:4][C@@H:3]1[O:7][C:8]1[CH:13]=[C:12]([N+:14]([O-])=O)[CH:11]=[CH:10][C:9]=1[O:17][CH3:18]>C(O)C.[Pd]>[CH3:1][N:2]1[CH2:6][CH2:5][CH2:4][C@@H:3]1[O:7][C:8]1[CH:13]=[C:12]([NH2:14])[CH:11]=[CH:10][C:9]=1[O:17][CH3:18]. Procedure details: A solution of (S)-1-methyl-2-(2-methoxy-5-nitrophenoxy)pyrrolidine (D43) (6.79 g; 0.0255 mol) in ethanol (200 ml) was hydrogenated in the presence of 5% Pd/C catalyst (0.5 g added as an aqueous slurry) at atmospheric pressure and RT for 16 hours. The catalyst was removed by filtration through kieselguhr and the filtrate evaporated in vacuo to yield the title compound (D44) (5.64 g; 93%) MH+=237. The reactants are CN1[C@H](CCC1)OC1=C(C=CC(=C1)[N+](=O)[O-])OC ((S)-1-methyl-2-(2-methoxy-5-nitrophenoxy)pyrrolidine). The reagents and catalysts are [Pd] (Pd/C). Reactants: [OH-].[Na+] (sodium hydroxide), C1(\C=C/C(=O)O1)=O (maleic anhydride), aqueous solution, [OH-].[NH4+] (ammonium hydroxide), solids. Solvent: O (water), O (water), aqueous solution. Run at temperature 25 celsius, time 30 minute. Yields the product C(\C=C/C(=O)[O-])(=O)[O-].[NH4+].[NH4+] (Di-Ammonium Maleate). As a reaction SMILES: [C:1]1(=[O:7])[O:6][C:4](=[O:5])[CH:3]=[CH:2]1.[OH-:8].[NH4+:9].[OH-].[Na+]>O>[C:1]([O-:6])(=[O:7])/[CH:2]=[CH:3]\[C:4]([O-:8])=[O:5].[NH4+:9].[NH4+:9] |f:1.2,3.4,6.7.8|. Procedure details: Following the examples of U.S. Pat. No. 4,839,461, a solution of 1.96 g (0.02 mole) maleic anhydride was dissolved in 1 ml water at 50°-60° C. and stirred for 30 minutes while allowing the mixture to cool to 25° C. To this colorless solution at 2° C. was added 2.4 g of 30% aqueous solution of ammonium hydroxide (0.022 mol NH3) to give a colorless solution. This solution was boiled to dryness over a period of 30 minutes at approximately 100°-120° C. and 10-20 Torr, to give a white crystalline sol... The reactants are IN1C(CCC1=O)=O (N-iodosuccinimide), NC1=C(C(=O)OC)C=CC(=C1)OC (methyl 2-amino-4-methoxybenzoate). Reaction SMILES: [I:1]N1C(=O)CCC1=O.[NH2:9][C:10]1[CH:19]=[C:18]([O:20][CH3:21])[CH:17]=[CH:16][C:11]=1[C:12]([O:14][CH3:15])=[O:13]>>[I:1][C:17]1[C:18]([O:20][CH3:21])=[CH:19][C:10]([NH2:9])=[C:11]([CH:16]=1)[C:12]([O:14][CH3:15])=[O:13]. Procedure: Synthesized according to the method of reagent preparation 1 by N-iodosuccinimide iodination of methyl 2-amino-4-methoxybenzoate to give methyl 5-iodo-2-amino-4-methoxybenzoate then proceeding with step 1. 1H NMR (400 MHz, CDCl3): 8.97, (s, 1H), 8.75, 7.31 (s, 1H), 4.08 (s, 3H). GC-MS for C9H6ClIN2O: 319 (M+). Yields the product IC=1C(=CC(=C(C(=O)OC)C1)N)OC (methyl 5-iodo-2-amino-4-methoxybenzoate). Starting materials: C(C)(C)(C)OC(=O)N1CCN(CC1)C1=C(C=C(C=C1)N1C(O[C@@H](C1)C(NC(=S)S)C)=O)F (4-{2-fluoro-4-[(5S)-5-(methyl-sulfanylthiocarbonylamino-methyl)2-oxo-oxazolidin-3-yl]-phenyl}-piperazine-1-carboxylic acid tert-butyl ester), CO (methanol). Reaction conditions: time 5 day. Product: CSC(NC[C@H]1CN(C(O1)=O)C1=CC(=C(C=C1)N1CCNCC1)F)=S ([(5S)-3-(3-Fluoro-4-piperazin-1-yl-phenyl)-2-oxo-oxazolidin-5-ylmethyl]-dithiocarbamic Acid Methyl Ester). RXN SMILES: C(OC([N:8]1[CH2:13][CH2:12][N:11]([C:14]2[CH:19]=[CH:18][C:17]([N:20]3[CH2:24][C@@H:23]([CH:25](C)[NH:26][C:27]([SH:29])=[S:28])[O:22][C:21]3=[O:31])=[CH:16][C:15]=2[F:32])[CH2:10][CH2:9]1)=O)(C)(C)C.[CH3:33]O>>[CH3:33][S:29][C:27](=[S:28])[NH:26][CH2:25][C@@H:23]1[O:22][C:21](=[O:31])[N:20]([C:17]2[CH:18]=[CH:19][C:14]([N:11]3[CH2:12][CH2:13][NH:8][CH2:9][CH2:10]3)=[C:15]([F:32])[CH:16]=2)[CH2:24]1. Reported procedure: A suspension of 510 mg 4-{2-fluoro-4-[(5S)-5-(methyl-sulfanylthiocarbonylamino-methyl)2-oxo-oxazolidin-3-yl]-phenyl}-piperazine-1-carboxylic acid tert-butyl ester (1.05 mmol) in 1.25 M/methanol was stirred for 5 days. The solvent was evaporated and the residue digested in water. The water layer was neutralized at pH 7 with a saturated solution of sodium bicarbonate and evaporated to dryness. The residue was digested in CH2Cl2/MeOH. The salts were filtered and the solvent evaporated: The reactants are O=C(NCc1ccccc1)Nc1nc(C(=O)O)cs1, C1CCOC1, CCOC(C)=O, CC(C)(C)OC(=O)NC(Cc1ccc(N)cc1)C(=O)O. Yields the product CC(C)(C)OC(=O)NC(Cc1ccc(NC(=O)c2csc(NC(=O)NCc3ccccc3)n2)cc1)C(=O)O. RXN SMILES: [CH2:1]([c:2]1[cH:3][cH:4][cH:5][cH:6][cH:7]1)[NH:8][C:9]([NH:10][c:11]1[s:12][cH:13][c:14]([C:16](=[O:17])[OH:18])[n:15]1)=[O:19].[CH2:20]1[O:21][CH2:22][CH2:23][CH2:24]1.[CH3:45][CH2:46][O:47][C:48](=[O:49])[CH3:50].[NH2:25][c:26]1[cH:27][cH:28][c:29]([CH2:32][CH:33]([NH:34][C:35](=[O:36])[O:37][C:38]([CH3:39])([CH3:40])[CH3:41])[C:42](=[O:43])[OH:44])[cH:30][cH:31]1>>[CH2:1]([c:2]1[cH:3][cH:4][cH:5][cH:6][cH:7]1)[NH:8][C:9]([NH:10][c:11]1[s:12][cH:13][c:14]([C:16](=[O:18])[NH:25][c:26]2[cH:27][cH:28][c:29]([CH2:32][CH:33]([NH:34][C:35](=[O:36])[O:37][C:38]([CH3:39])([CH3:40])[CH3:41])[C:42](=[O:43])[OH:44])[cH:30][cH:31]2)[n:15]1)=[O:19]. Reactants: C12C3C(C(CC1)CC2)C(=O)OC3=O (bicyclo[2.2.2]octane-2,3-dicarboxylic anhydride), NCCCCN1CCN(CC1)C1=NC=CC=N1 (1-(4-aminobutyl)-4-(2-pyrimidinyl)piperazine), Cl.C(C)(C)O (hydrogen chloride isopropanol). The solvent is N1=CC=CC=C1 (pyridine). The product is Cl.N1=C(N=CC=C1)N1CCN(CC1)CCCCN1C(=O)C2C3CCC(C2C1=O)CC3 (N-[4-{4-(2-pyrimidinyl)-1-piperazinyl}-butyl]bicyclo[2.2.2]octane-2,3-dicarboximide hydrochloride). As a reaction SMILES: [CH:1]12[CH2:8][CH2:7][CH:4]([CH2:5][CH2:6]1)[CH:3]1[C:9]([O:11][C:12](=[O:13])[CH:2]21)=O.[NH2:14][CH2:15][CH2:16][CH2:17][CH2:18][N:19]1[CH2:24][CH2:23][N:22]([C:25]2[N:30]=[CH:29][CH:28]=[CH:27][N:26]=2)[CH2:21][CH2:20]1.[ClH:31].C(O)(C)C>N1C=CC=CC=1>[ClH:31].[N:26]1[CH:27]=[CH:28][CH:29]=[N:30][C:25]=1[N:22]1[CH2:23][CH2:24][N:19]([CH2:18][CH2:17][CH2:16][CH2:15][N:14]2[C:12](=[O:13])[CH:2]3[CH:3]([CH:4]4[CH2:5][CH2:6][CH:1]3[CH2:8][CH2:7]4)[C:9]2=[O:11])[CH2:20][CH2:21]1 |f:2.3,5.6|. Procedure details: A mixture of bicyclo[2.2.2]octane-2,3-dicarboxylic anhydride (541 mg, 3 mmol), 1-(4-aminobutyl)-4-(2-pyrimidinyl)piperazine (708 mg, 3 mmol) and pyridine (12.1 ml) was refluxed for 10 hours. The solvent was removed from the mixture under reduced pressure. The residue was extracted with chloroform and water. The chloroform layer was dried over anhydrous sodium sulfate and concentrated under reduced pressure to give crude crystals (1 g), which were treated with 6% hydrogen chloride/isopropanol. Th... The reactants are CS(=O)(=O)Nc1ccc(Br)c(Cl)c1, COCCOC, OB(O)c1ccc(Cl)c(F)c1, c1ccc(P(c2ccccc2)(c2ccccc2)[Pd](P(c2ccccc2)(c2ccccc2)c2ccccc2)(P(c2ccccc2)(c2ccccc2)c2ccccc2)P(c2ccccc2)(c2ccccc2)c2ccccc2)cc1. The product is CS(=O)(=O)Nc1ccc(-c2ccc(Cl)c(F)c2)c(Cl)c1. As a reaction SMILES: [Br:1][c:2]1[c:3]([Cl:13])[cH:4][c:5]([NH:8][S:9](=[O:10])(=[O:11])[CH3:12])[cH:6][cH:7]1.[CH3:102][O:103][CH2:104][CH2:105][O:106][CH3:107].[Cl:14][c:15]1[c:16]([F:24])[cH:17][c:18]([B:21]([OH:22])[OH:23])[cH:19][cH:20]1.[cH:25]1[cH:26][cH:27][c:28]([P:29]([Pd:30]([P:31]([c:32]2[cH:33][cH:34][cH:35][cH:36][cH:37]2)([c:38]2[cH:39][cH:40][cH:41][cH:42][cH:43]2)[c:44]2[cH:45][cH:46][cH:47][cH:48][cH:49]2)([P:50]([c:51]2[cH:52][cH:53][cH:54][cH:55][cH:56]2)([c:57]2[cH:58][cH:59][cH:60][cH:61][cH:62]2)[c:63]2[cH:64][cH:65][cH:66][cH:67][cH:68]2)[P:69]([c:70]2[cH:71][cH:72][cH:73][cH:74][cH:75]2)([c:76]2[cH:77][cH:78][cH:79][cH:80][cH:81]2)[c:82]2[cH:83][cH:84][cH:85][cH:86][cH:87]2)([c:88]2[cH:89][cH:90][cH:91][cH:92][cH:93]2)[c:94]2[cH:95][cH:96][cH:97][cH:98][cH:99]2)[cH:100][cH:101]1>>[c:2]1(-[c:18]2[cH:17][c:16]([F:24])[c:15]([Cl:14])[cH:20][cH:19]2)[c:3]([Cl:13])[cH:4][c:5]([NH:8][S:9](=[O:10])(=[O:11])[CH3:12])[cH:6][cH:7]1.